From a dataset of the Open Reaction Database (ORD), a public repository of structured organic reaction records. describe an organic reaction: reactants, conditions, products, and yield Starting materials: COc1ccccc1C(=O)c1nccn1CC(CCOS(C)(=O)=O)c1ccc(Cl)c(Cl)c1, CC#N, c1ccc2cc(C34CCN(CC3)CC4)ccc2c1. Product: COc1ccccc1C(=O)c1nccn1CC(CC[N+]12CCC(c3ccc4ccccc4c3)(CC1)CC2)c1ccc(Cl)c(Cl)c1, CS(=O)(=O)[O-]. RXN SMILES: [CH3:1][S:2](=[O:3])(=[O:4])[O:5][CH2:6][CH2:7][CH:8]([CH2:9][n:10]1[c:11]([C:15]([c:16]2[c:17]([O:22][CH3:23])[cH:18][cH:19][cH:20][cH:21]2)=[O:24])[n:12][cH:13][cH:14]1)[c:25]1[cH:26][c:27]([Cl:32])[c:28]([Cl:31])[cH:29][cH:30]1.[CH3:51][C:52]#[N:53].[cH:33]1[c:34]([C:43]23[CH2:44][CH2:45][N:46]([CH2:47][CH2:48]2)[CH2:49][CH2:50]3)[cH:35][cH:36][c:37]2[cH:38][cH:39][cH:40][cH:41][c:42]12>>[CH2:6]([CH2:7][CH:8]([CH2:9][n:10]1[c:11]([C:15]([c:16]2[c:17]([O:22][CH3:23])[cH:18][cH:19][cH:20][cH:21]2)=[O:24])[n:12][cH:13][cH:14]1)[c:25]1[cH:26][c:27]([Cl:32])[c:28]([Cl:31])[cH:29][cH:30]1)[N+:46]12[CH2:45][CH2:44][C:43]([c:34]3[cH:33][c:42]4[c:37]([cH:36][cH:35]3)[cH:38][cH:39][cH:40][cH:41]4)([CH2:48][CH2:47]1)[CH2:50][CH2:49]2.[CH3:1][S:2](=[O:3])(=[O:4])[O-:5]. The reactants are ClC1=[N+](C(=CC=C1)Cl)[O-] (2,6-dichloropyridine N-oxide), C(CCCCCCC)S (1-octylmercaptan), [OH-].[Na+] (sodium hydroxide). Solvent: CS(=O)C (DMSO). The product is ClC1=[N+](C(=CC=C1)SCCCCCCCC)[O-] (2-chloro-6-octylthiopyridine N-oxide). As a reaction SMILES: Cl[C:2]1[CH:7]=[CH:6][CH:5]=[C:4]([Cl:8])[N+:3]=1[O-:9].[CH2:10]([SH:18])[CH2:11][CH2:12][CH2:13][CH2:14][CH2:15][CH2:16][CH3:17].[OH-].[Na+]>CS(C)=O>[Cl:8][C:4]1[CH:5]=[CH:6][CH:7]=[C:2]([S:18][CH2:10][CH2:11][CH2:12][CH2:13][CH2:14][CH2:15][CH2:16][CH3:17])[N+:3]=1[O-:9] |f:2.3|. Reported procedure: The 2.01 g (0.0122 moles) of 2,6-dichloropyridine N-oxide and 2.10 g (85%) (0.0122 moles) of 1-octylmercaptan was reacted with 0.488 g (0.0122 moles) of ground sodium hydroxide in 8.2 ml of DMSO at 80° C. for 6 hours to give 2-chloro-6-octylthiopyridine N-oxide. It was reacted with 1.47 g (0.0367 moles) of ground sodium hydroxide at 80° C. for 3 hours to give 1-hydroxy-6-octylthiopyridine-2(1H)-one. After cooling, it was added 180 ml of water and was adjusted with 6N HCL to pH 3. The precipitate... Starting materials: CC(=O)N1CCc2nc(C)sc2C1, CCO, [Na+], [OH-], O. Yields the product Cc1nc2c(s1)CNCC2. As a reaction SMILES: [C:1](=[O:2])([CH3:3])[N:4]1[CH2:5][c:6]2[c:7]([n:10][c:11]([CH3:13])[s:12]2)[CH2:8][CH2:9]1.[CH3:16][CH2:17][OH:18].[Na+:15].[OH-:14].[OH2:19]>>[NH:4]1[CH2:5][c:6]2[c:7]([n:10][c:11]([CH3:13])[s:12]2)[CH2:8][CH2:9]1. RXN SMILES: [Si]([O:18][CH2:19][CH2:20][C@H:21]1[C:26]2[CH:27]=[CH:28][C:29]([CH2:31][N:32]3[CH2:36][CH2:35][O:34][C:33]3=[O:37])=[CH:30][C:25]=2[CH2:24][CH2:23][O:22]1)(C(C)(C)C)(C1C=CC=CC=1)C1C=CC=CC=1.[F-].C([N+](CCCC)(CCCC)CCCC)CCC>C1COCC1>[OH:18][CH2:19][CH2:20][C@H:21]1[C:26]2[CH:27]=[CH:28][C:29]([CH2:31][N:32]3[CH2:36][CH2:35][O:34][C:33]3=[O:37])=[CH:30][C:25]=2[CH2:24][CH2:23][O:22]1 |f:1.2|. Yields the product OCC[C@@H]1OCCC2=C1C=CC(=C2)CN2C(OCC2)=O (3-{[(1S)-1-(2-Hydroxyethyl)-3,4-dihydro-1H-2-benzopyran-6-yl]methyl}-1,3-oxazolidin-2-one). Reported procedure: To a stirred solution of 3-{[(1S)-1-(2-{[tert-butyl(diphenyl)silyl]oxy}ethyl)-3,4-dihydro-1H-2-benzopyran-6-yl]methyl}-1,3-oxazolidin-2-one (0.22 g, 0.43 mmol) in dry THF (30 ml) was added tetrabutylammonium fluoride (1M solution in THF) (0.51 mL, 0.51 mmol) and the reaction stirred at room temperature under nitrogen over the weekend. The reaction was quenched by addition of water and extracted with dichloromethane. The combined organic extracts were dried (MgSO4), filtered and evaporated in vac... Starting materials: [Si](C1=CC=CC=C1)(C1=CC=CC=C1)(C(C)(C)C)OCC[C@@H]1OCCC2=C1C=CC(=C2)CN2C(OCC2)=O (3-{[(1S)-1-(2-{[tert-butyl(diphenyl)silyl]oxy}ethyl)-3,4-dihydro-1H-2-benzopyran-6-yl]methyl}-1,3-oxazolidin-2-one), [F-].C(CCC)[N+](CCCC)(CCCC)CCCC (tetrabutylammonium fluoride). Run in C1CCOC1 (THF). As a reaction SMILES: [C:1]1(=[O:8])[CH2:2][C:3](=[O:7])[CH2:4][CH2:5][CH2:6]1.[CH2:27]([Cl:28])[Cl:29].[CH3:9][C:10]([CH2:11][OH:12])([CH2:13][OH:14])[CH3:15].[OH2:30].[c:16]1([CH3:17])[cH:18][cH:19][c:20]([S:21]([OH:22])(=[O:23])=[O:24])[cH:25][cH:26]1>>[C:1]1(=[O:8])[CH2:2][C:3]2([CH2:4][CH2:5][CH2:6]1)[O:7][CH2:13][C:10]([CH3:9])([CH3:15])[CH2:11][O:12]2. Reactants: O=C1CCCC(=O)C1, ClCCl, CC(C)(CO)CO, O, Cc1ccc(S(=O)(=O)O)cc1. The product is CC1(C)COC2(CCCC(=O)C2)OC1. Reactants: CCOC(=O)/N=N/C(=O)OCC (diethylazodicarboxylate), C1(=CC=CC=C1)P(C1=CC=CC=C1)C1=CC=CC=C1 (triphenylphosphine), BrC1=C(C(=CC(=C1)OC(F)(F)F)CCO)O (2-bromo-6-(2-hydroxyethyl)-4-trifluoromethoxyphenol). The solvent is O1CCCC1 (tetrahydrofuran), O1CCCC1 (tetrahydrofuran). Reaction conditions: time 15 hour. Yields the product BrC1=CC(=CC=2CCOC21)OC(F)(F)F (7-Bromo-5-trifluoromethoxy-2,3-dihydrobenzofuran). Reaction SMILES: C1(P(C2C=CC=CC=2)C2C=CC=CC=2)C=CC=CC=1.CCOC(/N=N/C(OCC)=O)=O.[Br:32][C:33]1[CH:38]=[C:37]([O:39][C:40]([F:43])([F:42])[F:41])[CH:36]=[C:35]([CH2:44][CH2:45]O)[C:34]=1[OH:47]>O1CCCC1>[Br:32][C:33]1[C:34]2[O:47][CH2:45][CH2:44][C:35]=2[CH:36]=[C:37]([O:39][C:40]([F:41])([F:42])[F:43])[CH:38]=1. Reported procedure: To a cooled (0° C.) of triphenylphosphine (6.11 g, 0.0234 mol) in tetrahydrofuran (40 ml) was added diethylazodicarboxylate (3.7 ml, 0.0234 mol). The solution was stirred for 30 min., whereupon a solution of 2-bromo-6-(2-hydroxyethyl)-4-trifluoromethoxyphenol (Desc 16.; 5.4 g, 0.018 mol) in tetrahydrofuran was added. The solution was stirred at room temperature for 15 h. and then the solvent was removed in vacuo. The residue was dissolved in ethyl acetate and the solution was washed with water, ...